Dataset: the Open Reaction Database (ORD), a public repository of structured organic reaction records. Task: describe an organic reaction: reactants, conditions, products, and yield Reactants: ClC1=CC=C(C=C1)C1=NC=2N(C(=C1)C)N=CC2I (5-(4-chloro-phenyl)-3-iodo-7-methyl-pyrazolo[1,5-a]pyrimidine), C(#C)C1=CC=C(C=C1)C(C)(C)O (2-(4-ethynyl-phenyl)-propan-2-ol). Yields the product ClC1=CC=C(C=C1)C1=NC=2N(C(=C1)C)N=CC2C#CC2=CC=C(C=C2)C(C)(C)O (2-{4-[5-(4-Chloro-phenyl)-7-methyl-pyrazolo[1,5-a]pyrimidin-3-ylethynyl]-phenyl}-propan-2-ol), solid. The yield is 47.0%. As a reaction SMILES: [Cl:1][C:2]1[CH:7]=[CH:6][C:5]([C:8]2[CH:13]=[C:12]([CH3:14])[N:11]3[N:15]=[CH:16][C:17](I)=[C:10]3[N:9]=2)=[CH:4][CH:3]=1.[C:19]([C:21]1[CH:26]=[CH:25][C:24]([C:27]([OH:30])([CH3:29])[CH3:28])=[CH:23][CH:22]=1)#[CH:20]>>[Cl:1][C:2]1[CH:7]=[CH:6][C:5]([C:8]2[CH:13]=[C:12]([CH3:14])[N:11]3[N:15]=[CH:16][C:17]([C:20]#[C:19][C:21]4[CH:26]=[CH:25][C:24]([C:27]([OH:30])([CH3:28])[CH3:29])=[CH:23][CH:22]=4)=[C:10]3[N:9]=2)=[CH:4][CH:3]=1. Procedure details: The title compound was prepared from 5-(4-chloro-phenyl)-3-iodo-7-methyl-pyrazolo[1,5-a]pyrimidine (example 292) (185 mg, 0.5 mmol) and 2-(4-ethynyl-phenyl)-propan-2-ol (example D.4) (80 mg, 0.5 mmol) according to general procedure II. Obtained as a yellow solid (94 mg, 47%). MS (ISP) 402.3 [(M+H)+]; mp 112-115° C. Starting materials: C1[C@@H]2N(C1=O)[C@H](/C(=C/CO)/O2)C(=O)[O-].[K+] (potassium clavulanate), C(CCCCCCCCCCCCCCCCCCCCC)(=O)OCC(O)CO (glyceryl behenate). Yields the product C1[C@@H]2N(C1=O)[C@H](/C(=C/CO)/O2)C(=O)O (Clavulanate). RXN SMILES: [CH2:1]1[C:4](=[O:5])[N:3]2[C@@H:6]([C:12]([O-:14])=[O:13])/[C:7](/[O:11][C@H:2]12)=[CH:8]/[CH2:9][OH:10].[K+].C(OCC(CO)O)(=O)CCCCCCCCCCCCCCCCCCCCC>>[CH2:1]1[C:4](=[O:5])[N:3]2[C@@H:6]([C:12]([OH:14])=[O:13])/[C:7](/[O:11][C@H:2]12)=[CH:8]/[CH2:9][OH:10] |f:0.1|. Procedure details: 148.8 mg of potassium clavulanate was blended with 141.2 mg of glyceryl behenate in a Hobart blender (batchsize: 7 kgs), and the blend thus obtained was granulated as described above, to obtain Clavulanate compression mix Formula B2. The reactants are [BH4-].[Na+] (NaBH4), C(C)(C)(C)OC(=O)N1CC2=CC(=CC=C2C(C1)(C)C)NC(=O)C=1C(=NC=CC1)N (7-[(2-amino-pyridine-3-carbonyl)-amino]-4,4-dimethyl-3,4-dihydro-1H-isoquinoline-2-carboxylic acid tert-butyl ester), N1C=C(C=2C1=NC=CC2)C=O (1H-pyrrolo[2,3-b]pyridine-3-carbaldehyde), O.C1(=CC=C(C=C1)S(=O)(=O)O)C (p-toluenesulfonic acid monohydrate). Solvent: CO (MeOH), C1(=CC=CC=C1)C (toluene). Yields the product C(C)(C)(C)OC(=O)N1CC2=CC(=CC=C2C(C1)(C)C)NC(=O)C=1C(=NC=CC1)NCC1=CNC2=NC=CC=C21 (4,4-dimethyl-7-({2-[(1H-pyrrolo[2,3-b]pyridin-3-ylmethyl)-amino]-pyridine-3-carbonyl}-amino)-3,4-dihydro-1H-isoquinoline-2-carboxylic acid tert-butyl ester). Reaction SMILES: [C:1]([O:5][C:6]([N:8]1[CH2:17][C:16]([CH3:19])([CH3:18])[C:15]2[C:10](=[CH:11][C:12]([NH:20][C:21]([C:23]3[C:24]([NH2:29])=[N:25][CH:26]=[CH:27][CH:28]=3)=[O:22])=[CH:13][CH:14]=2)[CH2:9]1)=[O:7])([CH3:4])([CH3:3])[CH3:2].[NH:30]1[C:34]2=[N:35][CH:36]=[CH:37][CH:38]=[C:33]2[C:32]([CH:39]=O)=[CH:31]1.O.C1(C)C=CC(S(O)(=O)=O)=CC=1.[BH4-].[Na+]>C1(C)C=CC=CC=1.CO>[C:1]([O:5][C:6]([N:8]1[CH2:17][C:16]([CH3:19])([CH3:18])[C:15]2[C:10](=[CH:11][C:12]([NH:20][C:21]([C:23]3[C:24]([NH:29][CH2:39][C:32]4[C:33]5[C:34](=[N:35][CH:36]=[CH:37][CH:38]=5)[NH:30][CH:31]=4)=[N:25][CH:26]=[CH:27][CH:28]=3)=[O:22])=[CH:13][CH:14]=2)[CH2:9]1)=[O:7])([CH3:2])([CH3:3])[CH3:4] |f:2.3,4.5|. Procedure details: A mixture of 7-[(2-amino-pyridine-3-carbonyl)-amino]-4,4-dimethyl-3,4-dihydro-1H-isoquinoline-2-carboxylic acid tert-butyl ester (1.0 g, 2.5 mmol), 1H-pyrrolo[2,3-b]pyridine-3-carbaldehyde (730 mg, 5.0 mmol), and p-toluenesulfonic acid monohydrate (48 mg, 0.25 mmol) in 50 mL of anhydrous toluene was stirred at reflux for 1 h. After being cooled to RT, the mixture was diluted with 2 mL of MeOH and NaBH4 (475 mg, 12.5 mmol) was added, and the mixture was stirred at RT for 30 min. The reaction was ... Reactants: FC=1C=C(C=CC1OC)C=1C=NC=2C=C3C(=CC2N1)NN=C3 (7-(3-fluoro-4-methoxyphenyl)-1H-pyrazolo[3,4-g]quinoxaline), O (water), ice-colded, [H-].[Na+] (NaH), C(C)(=O)OC(C)=O (acetic anhydride), C(C)(=O)OC(C)=O (acetic anhydride). The solvent is C1CCOC1 (THF). Reaction conditions: time 5 minute. The product is C(C)(=O)N1N=CC=2C1=CC=1N=C(C=NC1C2)C2=CC(=C(C=C2)OC)F (1-acetyl-7-(3-fluoro-4-methoxyphenyl)-1H-pyrazolo[3,4-g]quinoxaline), C(C)(=O)N1NCC=2C1=CC=1N=C(C=NC1C2)C2=CC(=C(C=C2)OC)F (1-acetyl-7-(3-fluoro-4-methoxyphenyl)-2H-pyrazolo[3,4-g]quinoxaline). RXN SMILES: [H-].[Na+].[F:3][C:4]1[CH:5]=[C:6]([C:12]2[CH:13]=[N:14][C:15]3[CH:16]=[C:17]4[CH:24]=[N:23][NH:22][C:18]4=[CH:19][C:20]=3[N:21]=2)[CH:7]=[CH:8][C:9]=1[O:10][CH3:11].[C:25](OC(=O)C)(=[O:27])[CH3:26].O>C1COCC1>[C:25]([N:22]1[C:18]2=[CH:19][C:20]3[N:21]=[C:12]([C:6]4[CH:7]=[CH:8][C:9]([O:10][CH3:11])=[C:4]([F:3])[CH:5]=4)[CH:13]=[N:14][C:15]=3[CH:16]=[C:17]2[CH:24]=[N:23]1)(=[O:27])[CH3:26].[C:25]([N:22]1[C:18]2=[CH:19][C:20]3[N:21]=[C:12]([C:6]4[CH:7]=[CH:8][C:9]([O:10][CH3:11])=[C:4]([F:3])[CH:5]=4)[CH:13]=[N:14][C:15]=3[CH:16]=[C:17]2[CH2:24][NH:23]1)(=[O:27])[CH3:26] |f:0.1|. Reported procedure: To an ice-colded suspension of NaH (0.029 g) in 30 ml of anhydrous THF under N2 is added 7-(3-fluoro-4-methoxyphenyl)-1H-pyrazolo[3,4-g]quinoxaline (0.30 g). The orange-red mixture is stirred at the same temperature for 5 minutes, then acetic anhydride (0.122 g) is added dropwise to the mixture. A yellow solid forms during the acetic anhydride additions. The resulting mixture is stirred at room temperature overnight. The mixture is poured into water. The yellow solid is filtered, washed with wat... Reactants: COC(C)(C)C, COc1cc(C)cc(OC)c1OC, CCCCCC, ClCCl, Cc1c(Cl)ccc(Cl)c1C(=O)O, O. Product: COc1cc(C)c(C(=O)c2c(Cl)ccc(Cl)c2C)c(OC)c1OC. Reaction SMILES: [C:36]([O:37][CH3:38])([CH3:39])([CH3:40])[CH3:41].[CH3:16][O:17][c:18]1[cH:19][c:20]([CH3:28])[cH:21][c:22]([O:26][CH3:27])[c:23]1[O:24][CH3:25].[CH3:30][CH2:31][CH2:32][CH2:33][CH2:34][CH3:35].[Cl:13][CH2:14][Cl:15].[Cl:1][c:2]1[c:3]([C:4](=[O:5])[OH:6])[c:7]([CH3:12])[c:8]([Cl:11])[cH:9][cH:10]1.[OH2:29]>>[Cl:1][c:2]1[c:3]([C:4](=[O:6])[c:21]2[c:20]([CH3:28])[cH:19][c:18]([O:17][CH3:16])[c:23]([O:24][CH3:25])[c:22]2[O:26][CH3:27])[c:7]([CH3:12])[c:8]([Cl:11])[cH:9][cH:10]1. Starting materials: CC12CC(F)C3c4ccc(O)cc4CC(CCCCCBr)C3C1CCC2O, CN, CN(C)C=O, O. The product is CNCCCCCC1Cc2cc(O)ccc2C2C(F)CC3(C)C(O)CCC3C12. Reaction SMILES: [Br:1][CH2:2][CH2:3][CH2:4][CH2:5][CH2:6][CH:7]1[CH:8]2[CH:9]3[CH2:10][CH2:11][CH:12]([OH:27])[C:13]3([CH3:14])[CH2:15][CH:16]([F:26])[CH:17]2[c:18]2[cH:19][cH:20][c:21]([OH:25])[cH:22][c:23]2[CH2:24]1.[CH3:28][NH2:29].[CH3:31][N:32]([CH3:33])[CH:34]=[O:35].[OH2:30]>>[CH2:2]([CH2:3][CH2:4][CH2:5][CH2:6][CH:7]1[CH:8]2[CH:9]3[CH2:10][CH2:11][CH:12]([OH:27])[C:13]3([CH3:14])[CH2:15][CH:16]([F:26])[CH:17]2[c:18]2[cH:19][cH:20][c:21]([OH:25])[cH:22][c:23]2[CH2:24]1)[NH:29][CH3:28]. Starting materials: NC=1C(=NC(=C(C1)C(F)(F)F)Br)C(=O)O (3-Amino-6-bromo-5-trifluoromethyl-pyridine-2-carboxylic acid), NC=1C(=NC(=C(C1)C(F)(F)F)Br)C(=O)O (3-Amino-6-bromo-5-trifluoromethyl-pyridine-2-carboxylic acid), FC1=CC=C(C=C1)B(O)O (4-fluorophenylboronic acid), 1,1′Bis(diphenylphosphoshio)ferrocene palladium dichloride, C(=O)([O-])[O-].[Cs+].[Cs+] (Cs2CO3). The solvent is C1CCOC1 (THF). Product: NC=1C(=NC(=C(C1)C(F)(F)F)C1=CC=C(C=C1)F)C(=O)O (3-Amino-6-(4-fluoro-phenyl)-5-trifluoromethyl-pyridine-2-carboxylic acid). Reaction SMILES: [NH2:1][C:2]1[C:3]([C:13]([OH:15])=[O:14])=[N:4][C:5](Br)=[C:6]([C:8]([F:11])([F:10])[F:9])[CH:7]=1.[F:16][C:17]1[CH:22]=[CH:21][C:20](B(O)O)=[CH:19][CH:18]=1.C([O-])([O-])=O.[Cs+].[Cs+]>C1COCC1>[NH2:1][C:2]1[C:3]([C:13]([OH:15])=[O:14])=[N:4][C:5]([C:20]2[CH:21]=[CH:22][C:17]([F:16])=[CH:18][CH:19]=2)=[C:6]([C:8]([F:11])([F:10])[F:9])[CH:7]=1 |f:2.3.4|. Reported procedure: A mixture comprising 3-amino-6-bromo-5-trifluoromethyl-pyridine-2-carboxylic acid (Intermediate A) (1 g, 3.51 mmol), 4-fluorophenylboronic acid (0.736 g, 5.26 mmol) and 1,1′Bis(diphenylphosphoshio)ferrocene palladium dichloride (0.286 g, 0.351 mmol) and 1.0M Cs2CO3 (3.3 ml) in THF (10 ml) was heated to reflux for 10 hours. After cooling to RT, the mixture was partitioned between DCM (100 ml) and 1 M NaOH (2×100 ml). The aqueous phase was acidified with 5M HCl and the resulting milky solution was...